This data is from the Open Reaction Database (ORD), a public repository of structured organic reaction records. The task is: describe an organic reaction: reactants, conditions, products, and yield Reactants: CC(C#CC=CCO)(C)C (6,6-dimethyl-2-hepten-4-yn-1-ol). The reagents and catalysts are [O-2].[O-2].[Mn+4] (manganese dioxide), [O-2].[O-2].[Mn+4] (manganese dioxide). Run in C(Cl)Cl (methylene chloride). Reaction conditions: time 17 hour. Product: CC(C#CC=CC=O)(C)C (6,6-dimethyl-2-hepten-4-ynal). Yield: 78.1%. RXN SMILES: [CH3:1][C:2]([CH3:10])([CH3:9])[C:3]#[C:4][CH:5]=[CH:6][CH2:7][OH:8]>C(Cl)Cl.[O-2].[O-2].[Mn+4]>[CH3:1][C:2]([CH3:10])([CH3:9])[C:3]#[C:4][CH:5]=[CH:6][CH:7]=[O:8] |f:2.3.4|. Procedure details: To 6,6-dimethyl-2-hepten-4-yn-1-ol (3.56 g, 25.8S mmol) dissolved in 100 ml of freshly distilled methylene chloride was added manganese dioxide (37 g, 425 mmol) and the mixture was stirred for 17 hours. An additional 5.2 g of manganese dioxide was then added and the mixture was stirred for 2 hours, then filtered and washed copiously with methylene chloride. Evaporation of the solvent afforded 2.74 g of 6,6-dimethyl-2-hepten-4-ynal.